describe an organic reaction: reactants, conditions, products, and yield From a dataset of the Open Reaction Database (ORD), a public repository of structured organic reaction records. The product is C(C)(C)(C)OC(=O)N1C[C@H]([C@@H](C1)CN(C(C1=CC(=C(C=C1)C)OCCCOC)=O)C(C)C)CN ((3R,4R)-3-Aminomethyl-4-({isopropyl-[3-(3-methoxy-propoxy)-4-methyl-benzoyl]-amino}-methyl)-pyrrolidine-1-carboxylic acid tert-butyl ester). The reactants are C(C)(C)(C)OC(=O)N1C[C@H]([C@@H](C1)CN(C(C1=CC(=C(C=C1)C)OCCCOC)=O)C(C)C)CN=[N+]=[N-] ((3S,4R)-3-azidomethyl-4-({isopropyl-[3-(3-methoxy-propoxy)-4-methyl-benzoyl]-amino}-methyl)-pyrrolidine-1-carboxylic acid tert-butyl ester). Procedure: According to the procedure described for Example 130/reaction step C, by hydrogenation of (3S,4R)-3-azidomethyl-4-({isopropyl-[3-(3-methoxy-propoxy)-4-methyl-benzoyl]-amino}-methyl)-pyrrolidine-1-carboxylic acid tert-butyl ester (3.68 g, 7.31 mmol), dissolved in MeOH (80 mL), in the presence of Pd/C 10% (1.0 g; Engelhard 4505) at room temperature under atmospheric pressure to give, after filtration and drying in vacuo, the title compound as oil. MS: 478.2 [M+H]+. tR (HPLC, Nucleosil C18HD column... The reagents and catalysts are [Pd] (Pd/C). Reaction SMILES: [C:1]([O:5][C:6]([N:8]1[CH2:12][C@@H:11]([CH2:13][N:14]([CH:30]([CH3:32])[CH3:31])[C:15](=[O:29])[C:16]2[CH:21]=[CH:20][C:19]([CH3:22])=[C:18]([O:23][CH2:24][CH2:25][CH2:26][O:27][CH3:28])[CH:17]=2)[C@H:10]([CH2:33][N:34]=[N+]=[N-])[CH2:9]1)=[O:7])([CH3:4])([CH3:3])[CH3:2]>CO.[Pd]>[C:1]([O:5][C:6]([N:8]1[CH2:12][C@@H:11]([CH2:13][N:14]([CH:30]([CH3:31])[CH3:32])[C:15](=[O:29])[C:16]2[CH:21]=[CH:20][C:19]([CH3:22])=[C:18]([O:23][CH2:24][CH2:25][CH2:26][O:27][CH3:28])[CH:17]=2)[C@H:10]([CH2:33][NH2:34])[CH2:9]1)=[O:7])([CH3:4])([CH3:3])[CH3:2]. The solvent is CO (MeOH).